This data is from the Open Reaction Database (ORD), a public repository of structured organic reaction records. The task is: describe an organic reaction: reactants, conditions, products, and yield Starting materials: Cl (hydrochloric acid), C1(=CC=CC=C1)O (phenol), ClCC(=O)NC(C(=O)O)O (chloracetamidoglycolic acid). The solvent is C(C)(=O)O (acetic acid). Conditions: time 8 hour. Product: ClCC(=O)N(CC(=O)O)C1=CC=C(C=C1)O (N-chloracetyl (4-hydroxy phenyl) glycine). Yield: 52.5%. RXN SMILES: Cl.[C:2]1([OH:8])[CH:7]=[CH:6][CH:5]=[CH:4][CH:3]=1.[Cl:9][CH2:10][C:11]([NH:13][CH:14](O)[C:15]([OH:17])=[O:16])=[O:12]>C(O)(=O)C>[Cl:9][CH2:10][C:11]([N:13]([C:5]1[CH:6]=[CH:7][C:2]([OH:8])=[CH:3][CH:4]=1)[CH2:14][C:15]([OH:17])=[O:16])=[O:12]. Procedure details: 18 g of gaseous hydrochloric acid at 5° C are dissolved in a solution of 94 g (1 mole) of phenol and 83.8 g (0.5 mole) of chloracetamidoglycolic acid in 120 g of glacial acetic acid. After 8 hours at this temperature and then 16 hours at ambient temperature, the hydrochloric and acetic acids are distilled off at 25 mm of mercury, then the excess phenol at 2 mm of mercury at a temperature below 50° C, 200 ml of nitromethane are added, it is filtered, washed with ethyl ether and dried. 64 g of pro... Reactants: CI, CN(C)C=O, [H-], [Na+], [Na+], COC(=O)c1ccc(-c2cccn(CCN3CCNC(=O)C3)c2=O)cc1, O, O=C([O-])O. The product is COC(=O)c1ccc(-c2cccn(CCN3CCN(C)C(=O)C3)c2=O)cc1. Reaction SMILES: [CH3:29][I:30].[CH3:37][N:38]([CH3:39])[CH:40]=[O:41].[H-:1].[Na+:2].[Na+:31].[O:3]=[c:4]1[n:5]([CH2:20][CH2:21][N:22]2[CH2:23][C:24](=[O:28])[NH:25][CH2:26][CH2:27]2)[cH:6][cH:7][cH:8][c:9]1-[c:10]1[cH:11][cH:12][c:13]([C:14](=[O:15])[O:16][CH3:17])[cH:18][cH:19]1.[OH2:36].[OH:32][C:33](=[O:34])[O-:35]>>[O:3]=[c:4]1[n:5]([CH2:20][CH2:21][N:22]2[CH2:23][C:24](=[O:28])[N:25]([CH3:33])[CH2:26][CH2:27]2)[cH:6][cH:7][cH:8][c:9]1-[c:10]1[cH:11][cH:12][c:13]([C:14](=[O:15])[O:16][CH3:17])[cH:18][cH:19]1. Reactants: Br, ClCCl, C1CCCCC1, CC=C(C(=O)OC)c1ccccc1COc1ccccc1C. The product is CC=C(C(=O)OC)c1ccccc1CBr. Reaction SMILES: [BrH:1].[CH2:24]([Cl:25])[Cl:26].[CH2:27]1[CH2:28][CH2:29][CH2:30][CH2:31][CH2:32]1.[CH3:2][c:3]1[cH:4][cH:5][cH:6][cH:7][c:8]1[O:9][CH2:10][c:11]1[c:12]([C:17]([C:18](=[O:19])[O:20][CH3:21])=[CH:22][CH3:23])[cH:13][cH:14][cH:15][cH:16]1>>[Br:1][CH2:10][c:11]1[c:12]([C:17]([C:18](=[O:19])[O:20][CH3:21])=[CH:22][CH3:23])[cH:13][cH:14][cH:15][cH:16]1. Starting materials: COC(=O)C1CCC(N=[N+]=[N-])C1c1ccc(F)cc1, COc1ccc(-c2ccco2)cc1C=O. Yields the product COC(=O)C1CCC(NCc2cc(-c3ccco3)ccc2OC)C1c1ccc(F)cc1. RXN SMILES: [CH3:1][O:2][C:3](=[O:4])[CH:5]1[CH:6]([c:13]2[cH:14][cH:15][c:16]([F:19])[cH:17][cH:18]2)[CH:7]([N:10]=[N+:11]=[N-:12])[CH2:8][CH2:9]1.[o:20]1[c:21](-[c:25]2[cH:26][cH:27][c:28]([O:33][CH3:34])[c:29]([CH:30]=[O:31])[cH:32]2)[cH:22][cH:23][cH:24]1>>[CH3:1][O:2][C:3](=[O:4])[CH:5]1[CH:6]([c:13]2[cH:14][cH:15][c:16]([F:19])[cH:17][cH:18]2)[CH:7]([NH:10][CH2:30][c:29]2[c:28]([O:33][CH3:34])[cH:27][cH:26][c:25](-[c:21]3[o:20][cH:24][cH:23][cH:22]3)[cH:32]2)[CH2:8][CH2:9]1. Starting materials: ClC1=CC=C(C=C1)C1CC(=O)OC(C1)=O (3-(4-chlorophenyl)glutaric anhydride), ClC1=CC(=C(N)C=C1)O (4-chloro-2-hydroxyaniline). Solvent: ClCCl (dichloromethane). Yields the product OC1=C(C=CC(=C1)Cl)NC(CC(CC(=O)O)C1=CC=C(C=C1)Cl)=O (N-(2-hydroxy-4-chlorophenyl)-3-(4-chlorophenyl)glutaramic acid). Yield: 90.0%. Reaction SMILES: [Cl:1][C:2]1[CH:7]=[CH:6][C:5]([CH:8]2[CH2:14][C:13](=[O:15])[O:12][C:10](=[O:11])[CH2:9]2)=[CH:4][CH:3]=1.[Cl:16][C:17]1[CH:23]=[CH:22][C:20]([NH2:21])=[C:19]([OH:24])[CH:18]=1>ClCCl>[OH:24][C:19]1[CH:18]=[C:17]([Cl:16])[CH:23]=[CH:22][C:20]=1[NH:21][C:13](=[O:15])[CH2:14][CH:8]([C:5]1[CH:4]=[CH:3][C:2]([Cl:1])=[CH:7][CH:6]=1)[CH2:9][C:10]([OH:12])=[O:11]. Procedure details: Prepared by refluxing an equimolar mixture of 3-(4-chlorophenyl)glutaric anhydride and commercial 4-chloro-2-hydroxyaniline in dichloromethane for 0.5 h. After cooling to rt the precipitated product is isolated by suction filtration, washed, and dried to provide 90% of N-(2-hydroxy-4-chlorophenyl)-3-(4-chlorophenyl)glutaramic acid as light red crystals. Reactants: CCCCCC1CCC(C2CCC(CCl)CC2)CC1, C1CCOC1, CO[Si](OC)(OC)OC, [Mg]. Product: CCCCCC1CCC(C2CCC(C[Si](OC)(OC)OC)CC2)CC1. Reaction SMILES: [CH2:2]([CH2:3][CH2:4][CH2:5][CH3:6])[CH:7]1[CH2:8][CH2:9][CH:10]([CH:13]2[CH2:14][CH2:15][CH:16]([CH2:19][Cl:20])[CH2:17][CH2:18]2)[CH2:11][CH2:12]1.[CH2:30]1[O:31][CH2:32][CH2:33][CH2:34]1.[CH3:21][O:22][Si:23]([O:24][CH3:25])([O:26][CH3:27])[O:28][CH3:29].[Mg:1]>>[CH2:2]([CH2:3][CH2:4][CH2:5][CH3:6])[CH:7]1[CH2:8][CH2:9][CH:10]([CH:13]2[CH2:14][CH2:15][CH:16]([CH2:19][Si:23]([O:22][CH3:21])([O:24][CH3:25])[O:26][CH3:27])[CH2:17][CH2:18]2)[CH2:11][CH2:12]1. Starting materials: CCOC(=O)C1CC(NS(=O)(=O)C2CC2)CC1CC, Cl, [Na+], [OH-]. Yields the product CCC1CC(NS(=O)(=O)C2CC2)CC1C(=O)O. RXN SMILES: [CH:1]1([S:4](=[O:5])(=[O:6])[NH:7][CH:8]2[CH2:9][CH:10]([CH2:18][CH3:19])[CH:11]([C:13](=[O:14])[O:15][CH2:16][CH3:17])[CH2:12]2)[CH2:2][CH2:3]1.[ClH:22].[Na+:21].[OH-:20]>>[CH:1]1([S:4](=[O:5])(=[O:6])[NH:7][CH:8]2[CH2:9][CH:10]([CH2:18][CH3:19])[CH:11]([C:13](=[O:14])[OH:15])[CH2:12]2)[CH2:2][CH2:3]1. Reactants: OCC#CC#CCO (HOCH2C≡C—C≡CCH2OH), N(=[N+]=[N-])CCCCCCCCCCC(=O)Cl (N3(CH2)10C(O)Cl), CCCCCCCCCCCC(=O)Cl (CH3(CH2)10C(O)Cl). The solvent is C1CCOC1 (THF), N1=CC=CC=C1 (pyridine). Conditions: time 3 hour. The product is CCCCCCCCCCCC(=O)OCC#CC#CCOC(=O)CCCCCCCCCCN=[N+]=[N-] (CH3(CH2)10C(O)OCH2C≡C—C≡CCH2OC(O)(CH2)10N3). The yield is 39.9%. As a reaction SMILES: [OH:1][CH2:2][C:3]#[C:4][C:5]#[C:6][CH2:7][OH:8].[N:9]([CH2:12][CH2:13][CH2:14][CH2:15][CH2:16][CH2:17][CH2:18][CH2:19][CH2:20][CH2:21][C:22](Cl)=[O:23])=[N+:10]=[N-:11].[CH3:25][CH2:26][CH2:27][CH2:28][CH2:29][CH2:30][CH2:31][CH2:32][CH2:33][CH2:34][CH2:35][C:36](Cl)=[O:37]>C1COCC1.N1C=CC=CC=1>[CH3:25][CH2:26][CH2:27][CH2:28][CH2:29][CH2:30][CH2:31][CH2:32][CH2:33][CH2:34][CH2:35][C:36]([O:1][CH2:2][C:3]#[C:4][C:5]#[C:6][CH2:7][O:8][C:22]([CH2:21][CH2:20][CH2:19][CH2:18][CH2:17][CH2:16][CH2:15][CH2:14][CH2:13][CH2:12][N:9]=[N+:10]=[N-:11])=[O:23])=[O:37]. Procedure details: In a glass reaction vessel, 400 milligrams (3.75 mmol) HOCH2C≡C—C≡CCH2OH prepared in Step 1, was dissolved in a mixture of 25 milliliters THF and 1 milliliters pyridine. To this stirred solution was added 1.0 gram (4.1 mmol) N3(CH2)10C(O)Cl prepared in Step 2, and 950 μL (4.1 mmol) CH3(CH2)10C(O)Cl. The resulting mixture was stirred for 3 h, concentrated, dissolved into hexanes and filtered to remove the salts. The filtrate was concentrated and purified using column chromatography eluting with 1... Starting materials: C(C)(=O)OC(C)=O (Acetic anhydride), C(CCCCCCCC=C)O (9-decen-1-ol), ice. Reagents/catalysts: CS(=O)(=O)O (methanesulfonic acid). Run in ice water. Reaction conditions: temperature 30 celsius, time 18 hour. The product is C(C)(=O)OCCCCCCCCC=C (9-decenyl acetate). RXN SMILES: [C:1]([O:4][C:5](=[O:7])[CH3:6])(=O)[CH3:2].[CH2:8](O)[CH2:9][CH2:10][CH2:11][CH2:12][CH2:13][CH2:14][CH2:15]C=C>CS(O)(=O)=O>[C:5]([O:4][CH2:1][CH2:2][CH2:15][CH2:14][CH2:13][CH2:12][CH2:11][CH2:10][CH:9]=[CH2:8])(=[O:7])[CH3:6]. Procedure details: Acetic anhydride, 54.0 grams (0.52 mole), was stirred, and one drop (catalyst) of methanesulfonic acid was added. To this was cautiously added dropwise 50.0 grams (0.32 mole) of 9-decen-1-ol. The addition caused an exothermic reaction which warmed the reaction mixture to 30° C. Upon completion of addition, the reaction mixture was warmed to 60° C. where it stirred for 18 hours. The reaction mixture was cooled and poured into 600 ml of ice/water. The mixture was stirred until the ice melted, and ... Starting materials: CC(C=O)C1CCC2C3=CC=C4CC(O[Si](C)(C)C(C)(C)C)CC(O[Si](C)(C)C(C)(C)C)C4(C)C3CCC21C, COC(=O)OC1CC2=CC=C3C4CCC(C(C)C=O)C4(C)CCC3C2(C)C(OC(=O)OC)C1. Yields the product CC(C(=O)O)C1CCC2C3=CC=C4CC(O[Si](C)(C)C(C)(C)C)CC(O[Si](C)(C)C(C)(C)C)C4(C)C3CCC21C. Reaction SMILES: [C:1]([CH3:2])([CH3:3])([CH3:4])[Si:5]([O:6][CH:7]1[CH2:8][CH:9]([O:30][Si:31]([CH3:32])([CH3:33])[C:34]([CH3:35])([CH3:36])[CH3:37])[CH2:10][C:11]2=[CH:12][CH:13]=[C:14]3[CH:15]4[CH2:16][CH2:17][CH:18]([CH:19]([CH3:20])[CH:21]=[O:22])[C:23]4([CH3:29])[CH2:24][CH2:25][CH:26]3[C:27]12[CH3:28])([CH3:38])[CH3:39].[CH3:40][O:41][C:42]([O:43][CH:44]1[C:45]2([CH3:46])[C:47](=[CH:48][CH:49]=[C:50]3[CH:51]2[CH2:52][CH2:53][C:54]2([CH3:55])[CH:56]3[CH2:57][CH2:58][CH:59]2[CH:60]([CH:61]=[O:62])[CH3:63])[CH2:64][CH:65]([O:66][C:67]([O:68][CH3:69])=[O:70])[CH2:71]1)=[O:72]>>[C:1]([CH3:2])([CH3:3])([CH3:4])[Si:5]([O:6][CH:7]1[CH2:8][CH:9]([O:30][Si:31]([CH3:32])([CH3:33])[C:34]([CH3:35])([CH3:36])[CH3:37])[CH2:10][C:11]2=[CH:12][CH:13]=[C:14]3[CH:15]4[CH2:16][CH2:17][CH:18]([CH:19]([CH3:20])[C:21](=[O:22])[OH:41])[C:23]4([CH3:29])[CH2:24][CH2:25][CH:26]3[C:27]12[CH3:28])([CH3:38])[CH3:39].